Dataset: the Open Reaction Database (ORD), a public repository of structured organic reaction records. Task: describe an organic reaction: reactants, conditions, products, and yield Starting materials: CC(C)OC(=O)CCl, [K+], [K+], O=C([O-])[O-], CN(C)C=O, CC(C)(C)OC(=O)n1ncc2cc(Nc3nc(-c4cccc(O)c4)nc4ccccc34)ccc21. Yields the product CC(C)OC(=O)COc1cccc(-c2nc(Nc3ccc4c(cnn4C(=O)OC(C)(C)C)c3)c3ccccc3n2)c1. RXN SMILES: [Cl:35][CH2:36][C:37](=[O:38])[O:39][CH:40]([CH3:41])[CH3:42].[K+:43].[K+:44].[O-:45][C:46]([O-:47])=[O:48].[O:49]=[CH:50][N:51]([CH3:52])[CH3:53].[OH:1][c:2]1[cH:3][c:4](-[c:8]2[n:9][c:10]3[cH:11][cH:12][cH:13][cH:14][c:15]3[c:16]([NH:18][c:19]3[cH:20][c:21]4[cH:22][n:23][n:24]([C:28](=[O:29])[O:30][C:31]([CH3:32])([CH3:33])[CH3:34])[c:25]4[cH:26][cH:27]3)[n:17]2)[cH:5][cH:6][cH:7]1>>[O:1]([c:2]1[cH:3][c:4](-[c:8]2[n:9][c:10]3[cH:11][cH:12][cH:13][cH:14][c:15]3[c:16]([NH:18][c:19]3[cH:20][c:21]4[cH:22][n:23][n:24]([C:28](=[O:29])[O:30][C:31]([CH3:32])([CH3:33])[CH3:34])[c:25]4[cH:26][cH:27]3)[n:17]2)[cH:5][cH:6][cH:7]1)[CH2:36][C:37](=[O:38])[O:39][CH:40]([CH3:41])[CH3:42]. Starting materials: CCOCC, CO, CC(C)CC(C(=O)NN(CC(C)C)C(=O)C(N)COC(C)(C)C)C(CC=Cc1ccccc1)C(=O)NOC1CCCCO1, Cc1ccc(S(=O)(=O)O)cc1. Yields the product CC(C)CC(C(=O)NN(CC(C)C)C(=O)C(N)COC(C)(C)C)C(CC=Cc1ccccc1)C(=O)NO, Cc1ccc(S(=O)(=O)O)cc1. RXN SMILES: [CH3:55][CH2:56][O:57][CH2:58][CH3:59].[CH3:60][OH:61].[O:1]1[CH2:2][CH2:3][CH2:4][CH2:5][CH:6]1[O:7][NH:8][C:9](=[O:10])[CH:11]([CH2:12][CH:13]=[CH:14][c:15]1[cH:16][cH:17][cH:18][cH:19][cH:20]1)[CH:21]([C:22](=[O:23])[NH:24][N:25]([C:26]([CH:27]([NH2:28])[CH2:29][O:30][C:31]([CH3:32])([CH3:33])[CH3:34])=[O:35])[CH2:36][CH:37]([CH3:38])[CH3:39])[CH2:40][CH:41]([CH3:42])[CH3:43].[c:44]1([CH3:54])[cH:45][cH:46][c:47]([S:50](=[O:51])(=[O:52])[OH:53])[cH:48][cH:49]1>>[OH:7][NH:8][C:9](=[O:10])[CH:11]([CH2:12][CH:13]=[CH:14][c:15]1[cH:16][cH:17][cH:18][cH:19][cH:20]1)[CH:21]([C:22](=[O:23])[NH:24][N:25]([C:26]([CH:27]([NH2:28])[CH2:29][O:30][C:31]([CH3:32])([CH3:33])[CH3:34])=[O:35])[CH2:36][CH:37]([CH3:38])[CH3:39])[CH2:40][CH:41]([CH3:42])[CH3:43].[c:44]1([CH3:54])[cH:45][cH:46][c:47]([S:50](=[O:51])(=[O:52])[OH:53])[cH:48][cH:49]1. Starting materials: BrC=1SC(=C(N1)C(NC=1C=NN(C1[C@H]1OC[C@@H]([C@@H](CC1)NC(=O)OC(C)(C)C)OC)C)=O)NC(OC(C)(C)C)=O (tert-butyl N-[2-bromo-4-[[5-[(2S,5R,6R)-5-(tert-butoxycarbonylamino)-6-methoxy-oxepan-2-yl]-1-methyl-pyrazol-4-yl]carbamoyl]thiazol-5-yl]carbamate), BrC=1SC(=C(N1)C(NC=1C=NN(C1[C@H]1OC[C@@H]([C@@H](CC1)NC(=O)OC(C)(C)C)OC)C)=O)NC(OC(C)(C)C)=O (tert-butyl N-[2-bromo-4-[[5-[(2S,5R,6R)-5-(tert-butoxycarbonylamino)-6-methoxy-oxepan-2-yl]-1-methyl-pyrazol-4-yl]carbamoyl]thiazol-5-yl]carbamate), FC1=C(C=C(C=C1F)F)B(O)O ((2,3,5-trifluorophenyl)boronic acid). The product is NC1=C(N=C(S1)C1=C(C(=CC(=C1)F)F)F)C(=O)NC=1C=NN(C1[C@H]1OC[C@@H]([C@@H](CC1)N)OC)C (5-amino-N-(5-((2S,5R,6R)-5-amino-6-methoxyoxepan-2-yl)-1-methyl-1H-pyrazol-4-yl)-2-(2,3,5-trifluorophenyl)thiazole-4-carboxamide). As a reaction SMILES: Br[C:2]1[S:3][C:4]([NH:33]C(=O)OC(C)(C)C)=[C:5]([C:7](=[O:32])[NH:8][C:9]2[CH:10]=[N:11][N:12]([CH3:31])[C:13]=2[C@@H:14]2[CH2:20][CH2:19][C@@H:18]([NH:21]C(OC(C)(C)C)=O)[C@@H:17]([O:29][CH3:30])[CH2:16][O:15]2)[N:6]=1.[F:41][C:42]1[C:47]([F:48])=[CH:46][C:45]([F:49])=[CH:44][C:43]=1B(O)O>>[NH2:33][C:4]1[S:3][C:2]([C:43]2[CH:44]=[C:45]([F:49])[CH:46]=[C:47]([F:48])[C:42]=2[F:41])=[N:6][C:5]=1[C:7]([NH:8][C:9]1[CH:10]=[N:11][N:12]([CH3:31])[C:13]=1[C@@H:14]1[CH2:20][CH2:19][C@@H:18]([NH2:21])[C@@H:17]([O:29][CH3:30])[CH2:16][O:15]1)=[O:32]. Reported procedure: Following the procedure for Example 101 starting from tert-butyl N-[2-bromo-4-[[5-[(2S,5R,6R)-5-(tert-butoxycarbonylamino)-6-methoxy-oxepan-2-yl]-1-methyl-pyrazol-4-yl]carbamoyl]thiazol-5-yl]carbamate (Intermediate 98), and replacing 3,6-dihydro-2H-pyran-4-boronic acid pinacol ester with (2,3,5-trifluorophenyl)boronic acid gave 263. 1H NMR (400 MHz, DMSO-d6) δ 9.51 (s, 1H), 7.88-7.79 (m, 1H), 7.68-7.54 (m, 4H), 4.96 (dd, J=8.7, 3.5 Hz, 1H), 4.06 (dd, J=13.1, 4.2 Hz, 1H), 3.92 (dd, J=13.2, 6.0 Hz... The reactants are C(C)(C)(CC)O (t-Amyl alcohol), NC=1SC(=CC1C(=O)N)C1=C(C=C(C=C1F)C(C)(C)O)F (2-Amino-5-[2,6-difluoro-4-(1-hydroxy-1-methylethyl)phenyl]thiophene-3-carboxamide), C1(CCCCC1)P(C1=C(C=CC=C1)C1=C(C=C(C=C1C(C)C)C(C)C)C(C)C)C1CCCCC1 (dicyclohexyl(2′,4′,6′-triisopropylbiphenyl-2-yl)phosphine), C([O-])([O-])=O.[K+].[K+] (potassium carbonate), BrC1=CC=CC(=N1)COCC(C)(O)C (1-[(6-bromopyridin-2-yl)methoxy]-2-methylpropan-2-ol), C(C)(C)(CC)O (t-amyl alcohol). The reagents and catalysts are C=1C=CC(=CC1)/C=C/C(=O)/C=C/C2=CC=CC=C2.C=1C=CC(=CC1)/C=C/C(=O)/C=C/C2=CC=CC=C2.C=1C=CC(=CC1)/C=C/C(=O)/C=C/C2=CC=CC=C2.[Pd].[Pd] (Pd2(dba)3). The solvent is CO (methanol). Run at temperature 105 celsius. Yields the product FC1=C(C(=CC(=C1)C(C)(C)O)F)C1=CC(=C(S1)NC1=NC(=CC=C1)COCC(C)(C)O)C(=O)N (5-[2,6-Difluoro-4-(1-hydroxy-1-methylethyl)phenyl]-2-({6-[(2-hydroxy-2-methylpropoxy)methyl]pyridin-2-yl}amino)thiophene-3-carboxamide). As a reaction SMILES: C(O)(CC)(C)C.[NH2:7][C:8]1[S:9][C:10]([C:16]2[C:21]([F:22])=[CH:20][C:19]([C:23]([OH:26])([CH3:25])[CH3:24])=[CH:18][C:17]=2[F:27])=[CH:11][C:12]=1[C:13]([NH2:15])=[O:14].C1(P(C2CCCCC2)C2C=CC=CC=2C2C(C(C)C)=CC(C(C)C)=CC=2C(C)C)CCCCC1.C(=O)([O-])[O-].[K+].[K+].Br[C:69]1[N:74]=[C:73]([CH2:75][O:76][CH2:77][C:78]([CH3:81])([OH:80])[CH3:79])[CH:72]=[CH:71][CH:70]=1>CO.C1C=CC(/C=C/C(/C=C/C2C=CC=CC=2)=O)=CC=1.C1C=CC(/C=C/C(/C=C/C2C=CC=CC=2)=O)=CC=1.C1C=CC(/C=C/C(/C=C/C2C=CC=CC=2)=O)=CC=1.[Pd].[Pd]>[F:22][C:21]1[CH:20]=[C:19]([C:23]([OH:26])([CH3:24])[CH3:25])[CH:18]=[C:17]([F:27])[C:16]=1[C:10]1[S:9][C:8]([NH:7][C:69]2[CH:70]=[CH:71][CH:72]=[C:73]([CH2:75][O:76][CH2:77][C:78]([OH:80])([CH3:79])[CH3:81])[N:74]=2)=[C:12]([C:13]([NH2:15])=[O:14])[CH:11]=1 |f:3.4.5,8.9.10.11.12|. Procedure: t-Amyl alcohol (41 mL) was placed in a flask and argon was bubbled through it for several minutes. 2-Amino-5-[2,6-difluoro-4-(1-hydroxy-1-methylethyl)phenyl]thiophene-3-carboxamide (2.50 g, 8.0 mmol), dicyclohexyl(2′,4′,6′-triisopropylbiphenyl-2-yl)phosphine (1.90 g, 4 mmol), Pd2(dba)3 (0.73 g, 0.8 mmol), and potassium carbonate (1.22 g, 8.8 mmol) were placed in a reaction vessel that was purged with argon. Degassed t-amyl alcohol (10 mL) was used to transfer 1-[(6-bromopyridin-2-yl)methoxy]-2-m... Reactants: OCCCCCCCCCCCCBr, ClCCl, O=[Cr](=O)([O-])Cl, c1cc[nH+]cc1. Product: O=CCCCCCCCCCCCBr. Reaction SMILES: [Br:1][CH2:2][CH2:3][CH2:4][CH2:5][CH2:6][CH2:7][CH2:8][CH2:9][CH2:10][CH2:11][CH2:12][CH2:13][OH:14].[CH2:26]([Cl:27])[Cl:28].[O:15]=[Cr:16]([Cl:17])([O-:18])=[O:19].[nH+:20]1[cH:21][cH:22][cH:23][cH:24][cH:25]1>>[Br:1][CH2:2][CH2:3][CH2:4][CH2:5][CH2:6][CH2:7][CH2:8][CH2:9][CH2:10][CH2:11][CH2:12][CH:13]=[O:14].